From a dataset of the Open Reaction Database (ORD), a public repository of structured organic reaction records. describe an organic reaction: reactants, conditions, products, and yield Reactants: COc1ccc(Br)cc1C(C)(C)O, O=C([O-])[O-], C=C(O[Si](C)(C)C)C(=O)OCC, ClCCl, [K+], [K+], Cl[Sn](Cl)(Cl)Cl. Product: CCOC(=O)C(=O)CC(C)(C)c1cc(Br)ccc1OC. Reaction SMILES: [Br:1][c:2]1[cH:3][cH:4][c:5]([O:12][CH3:13])[c:6]([C:8]([CH3:9])([OH:10])[CH3:11])[cH:7]1.[C:31](=[O:32])([O-:33])[O-:34].[CH2:14]([CH3:15])[O:16][C:17]([C:18](=[CH2:19])[O:20][Si:21]([CH3:22])([CH3:23])[CH3:24])=[O:25].[Cl:37][CH2:38][Cl:39].[K+:35].[K+:36].[Sn:26]([Cl:27])([Cl:28])([Cl:29])[Cl:30]>>[Br:1][c:2]1[cH:3][cH:4][c:5]([O:12][CH3:13])[c:6]([C:8]([CH3:9])([CH3:11])[CH2:20][C:18]([C:17]([O:16][CH2:14][CH3:15])=[O:25])=[O:19])[cH:7]1. RXN SMILES: [S:1]1(=[O:7])(=[O:6])[CH2:5][CH2:4][CH2:3][NH:2]1.[Br:8][C:9]1[CH:10]=[N:11][CH:12]=[C:13]([CH2:15]Cl)[CH:14]=1.[H-].[Na+]>>[Br:8][C:9]1[CH:14]=[C:13]([CH2:15][N:2]2[CH2:3][CH2:4][CH2:5][S:1]2(=[O:7])=[O:6])[CH:12]=[N:11][CH:10]=1 |f:2.3|. Yields the product BrC=1C=C(C=NC1)CN1S(CCC1)(=O)=O (2-(5-Bromo-pyridin-3-ylmethyl)-isothiazolidine 1,1-dioxide). Procedure: In analogy to the procedure described for the preparation of intermediate A-12 [B], isothiazolidine 1,1-dioxide was reacted with 3-bromo-5-chloromethyl-pyridine (intermediate A-12 [A]) in the presence of NaH to give the title compound as a light yellow oil. MS: 292.8 and 290.9 (M+H+). The reactants are S1(NCCC1)(=O)=O (isothiazolidine 1,1-dioxide), BrC=1C=NC=C(C1)CCl (3-bromo-5-chloromethyl-pyridine), [H-].[Na+] (NaH). Reaction SMILES: [C:1]([C:10]1[CH:15]=[CH:14][C:13]([OH:16])=[CH:12][CH:11]=1)([C:4]1[CH:9]=[CH:8][CH:7]=[CH:6][CH:5]=1)([CH3:3])[CH3:2].Cl.[C:18](Cl)(=[O:25])[C:19]1[CH:24]=[CH:23][CH:22]=[N:21][CH:20]=1>N1C=CC=CC=1>[C:18]([O:16][C:13]1[CH:14]=[CH:15][C:10]([C:1]([C:4]2[CH:9]=[CH:8][CH:7]=[CH:6][CH:5]=2)([CH3:3])[CH3:2])=[CH:11][CH:12]=1)(=[O:25])[C:19]1[CH:24]=[CH:23][CH:22]=[N:21][CH:20]=1 |f:1.2|. Run in N1=CC=CC=C1 (pyridine). Conditions: temperature 40 celsius, time 24 hour. Procedure details: 42,4 g (200 mmol) of p-cumylphenol and 40 g (220 mmol) nicotinic acid chloride hydrochloride was mixed with 600 ml dry pyridine and stirred for 24 hours at 40° C. After cooling precipitated pyridine hydrochloride was sucked off and the filtrate mixed with 150 ml of water. The precipitated raw product was washed with two 100 ml portions of water and recrystallized from methanol. The reactants are C(C)(C)(C1=CC=CC=C1)C1=CC=C(C=C1)O (p-cumylphenol), Cl.C(C1=CN=CC=C1)(=O)Cl (nicotinic acid chloride hydrochloride). Product: C(C1=CN=CC=C1)(=O)OC1=CC=C(C=C1)C(C)(C)C1=CC=CC=C1 (p-cumylphenyl nicotinate). The reactants are O=C1CCC(=O)N1Br, ClC(Cl)(Cl)Cl, O=C(OOC(=O)c1ccccc1)c1ccccc1, COC(=O)c1cc(C)ccc1F. Yields the product COC(=O)c1cc(C=O)ccc1F. Reaction SMILES: [Br:1][N:2]1[C:3](=[O:5])[CH2:6][CH2:7][C:8]1=[O:4].[C:39]([Cl:40])([Cl:41])([Cl:42])[Cl:43].[C:9]([O:10][O:11][C:12](=[O:13])[c:14]1[cH:15][cH:16][cH:17][cH:18][cH:19]1)(=[O:20])[c:21]1[cH:22][cH:23][cH:24][cH:25][cH:26]1.[CH3:27][O:28][C:29]([c:30]1[c:31]([F:37])[cH:32][cH:33][c:34]([CH3:36])[cH:35]1)=[O:38]>>[O:4]=[CH:36][c:34]1[cH:33][cH:32][c:31]([F:37])[c:30]([C:29]([O:28][CH3:27])=[O:38])[cH:35]1. Reactants: [OH-].[Na+] (sodium hydroxide), COC(CC=1NC(C(=C(N1)N1CCOCC1)Cl)=O)=O ((5-chloro-4-morpholin-4-yl-6-oxo-1,6-dihydropyrimidin-2-yl)acetic acid methyl ester). Run in C1CCOC1 (THF). Conditions: time 24 hour. The product is ClC1=C(N=C(NC1=O)CC(=O)[O-])N1CCOCC1.[Na+] (sodium (5-chloro-4-morpholin-4-yl-6-oxo-1,6-dihydropyrimidin-2-yl)acetate). RXN SMILES: [OH-].[Na+:2].C[O:4][C:5](=[O:21])[CH2:6][C:7]1[NH:8][C:9](=[O:20])[C:10]([Cl:19])=[C:11]([N:13]2[CH2:18][CH2:17][O:16][CH2:15][CH2:14]2)[N:12]=1>C1COCC1>[Cl:19][C:10]1[C:9](=[O:20])[NH:8][C:7]([CH2:6][C:5]([O-:21])=[O:4])=[N:12][C:11]=1[N:13]1[CH2:14][CH2:15][O:16][CH2:17][CH2:18]1.[Na+:2] |f:0.1,4.5|. Procedure: 1.4 ml of 2N sodium hydroxide are added to a solution of 410 mg of (5-chloro-4-morpholin-4-yl-6-oxo-1,6-dihydropyrimidin-2-yl)acetic acid methyl ester in 3.6 ml of THF. The reaction medium is stirred at ambient temperature for 24 hours. The reaction medium is concentrated under reduced pressure. The residue obtained is oven-dried under vacuum in the presence of P2O5, so as to give 400 mg of sodium (5-chloro-4-morpholin-4-yl-6-oxo-1,6-dihydropyrimidin-2-yl)acetate, the characteristics of which ar... Reactants: Cl[SiH](C)C (chlorodimethylsilane), BrC1=C(C=CC=C1)Br (o-dibromobenzene), [Li]CCCC (n-BuLi). Solvent: C1CCOC1 (THF), C1CCOC1 (THF), CCCCCC (n-hexane). Conditions: time 0.82 second. The product is BrC1=C(C=CC=C1)[SiH](C)C (2-bromophenyldimethylsilane). Yield: 68.0%. RXN SMILES: [Br:1][C:2]1[CH:7]=[CH:6][CH:5]=[CH:4][C:3]=1Br.[Li]CCCC.Cl[SiH:15]([CH3:17])[CH3:16]>C1COCC1.CCCCCC>[Br:1][C:2]1[CH:7]=[CH:6][CH:5]=[CH:4][C:3]=1[SiH:15]([CH3:17])[CH3:16]. Procedure: A microsystem composed of three T-shaped micromixers (M1, M2 and M3) and two microtube reactors (R1 and R2) was used. The whole microsystem was dipped in a cooling bath (−78° C.). A solution of o-dibromobenzene (0.27 M) in THF (flow rate: 6 mL/min, 1.62 mmol/min) and a solution of n-BuLi (1.5 M) in n-hexane (flow rate: 1.2 mL/min, 1.8 mmol/min) were introduced to the first T-shaped mixer M1 (inner diameter: 250 μm) by using syringe pumps. The resulting solution was passed through the tube reacto... Starting materials: CC1=C(C=C(C=C1)C)C1=NNC=C1NC(=O)C=1C=NN2C1N=CC=C2 (N-(3-(2,5-dimethylphenyl)-1H-pyrazol-4-yl)pyrazolo[1,5-a]pyrimidine-3-carboxamide), IC (iodomethane), C([O-])([O-])=O.[Cs+].[Cs+] (cesium carbonate). Run in CN(C=O)C (N,N-dimethylformamide). Conditions: temperature 40 celsius, time 2.5 hour. Product: CC1=C(C=C(C=C1)C)C1=C(C=NN1C)NC(=O)C=1C=NN2C1N=CC=C2 (N-(5-(2,5-dimethylphenyl)-1-methyl-1H-pyrazol-4-yl)pyrazolo[1,5-a]pyrimidine-3-carboxamide). Reaction SMILES: [CH3:1][C:2]1[CH:7]=[CH:6][C:5]([CH3:8])=[CH:4][C:3]=1[C:9]1[C:13]([NH:14][C:15]([C:17]2[CH:18]=[N:19][N:20]3[CH:25]=[CH:24][CH:23]=[N:22][C:21]=23)=[O:16])=[CH:12][NH:11][N:10]=1.IC.[C:28](=O)([O-])[O-].[Cs+].[Cs+]>CN(C)C=O>[CH3:1][C:2]1[CH:7]=[CH:6][C:5]([CH3:8])=[CH:4][C:3]=1[C:9]1[N:10]([CH3:28])[N:11]=[CH:12][C:13]=1[NH:14][C:15]([C:17]1[CH:18]=[N:19][N:20]2[CH:25]=[CH:24][CH:23]=[N:22][C:21]=12)=[O:16] |f:2.3.4|. Procedure details: To a solution of N-(3-(2,5-dimethylphenyl)-1H-pyrazol-4-yl)pyrazolo[1,5-a]pyrimidine-3-carboxamide (0.255 g, 0.767 mmol, 1 eq) in 10 mL N,N-dimethylformamide is added iodomethane (60.0 μL, 0.964 mmol, 1.26 eq) and cesium carbonate (0.562 g, 1.72 mmol, 2.25 eq). The reaction mixture is stirred at 40° C. for 2.5 hours. The reaction mixture was partitioned between ethyl acetate and water, and the organic portion washed with brine, dried over magnesium sulfate, and concentrated. The mixture of regio...